From a dataset of the Open Reaction Database (ORD), a public repository of structured organic reaction records. describe an organic reaction: reactants, conditions, products, and yield Starting materials: O=C(Br)CBr, ClCCl, CC(C)(C)OC(=O)N1CCN(c2cc(N)ncn2)CC1, [Na+], [Na+], O=C([O-])[O-]. The product is CC(C)(C)OC(=O)N1CCN(C(=O)CBr)CC1. RXN SMILES: [Br:1][CH2:2][C:3](=[O:4])[Br:5].[CH2:32]([Cl:33])[Cl:34].[NH2:6][c:7]1[n:8][cH:9][n:10][c:11]([N:13]2[CH2:14][CH2:15][N:16]([C:19](=[O:20])[O:21][C:22]([CH3:23])([CH3:24])[CH3:25])[CH2:17][CH2:18]2)[cH:12]1.[Na+:26].[Na+:27].[O-:28][C:29](=[O:30])[O-:31]>>[Br:1][CH2:2][C:3](=[O:4])[N:13]1[CH2:14][CH2:15][N:16]([C:19](=[O:20])[O:21][C:22]([CH3:23])([CH3:24])[CH3:25])[CH2:17][CH2:18]1. Reactants: CSC1=CC=C(N=CC2=CC=C(C=C2)S(N)(=O)=O)C=C1 (4-methylthio-N-(4-sulfamoylbenzylidene)aniline), C[Si](C)(C)C#N (trimethylsilyl cyanide). Yields the product CSC1=CC=C(NC(C#N)C2=CC=C(C=C2)S(N)(=O)=O)C=C1 (α-(4-Methylthioanilino)-α-(4-sulfamoylphenyl)acetonitrile), powder. Isolated yield 100.0%. Reaction SMILES: [CH3:1][S:2][C:3]1[CH:20]=[CH:19][C:6]([N:7]=[CH:8][C:9]2[CH:14]=[CH:13][C:12]([S:15](=[O:18])(=[O:17])[NH2:16])=[CH:11][CH:10]=2)=[CH:5][CH:4]=1.C[Si]([C:25]#[N:26])(C)C>>[CH3:1][S:2][C:3]1[CH:4]=[CH:5][C:6]([NH:7][CH:8]([C:9]2[CH:14]=[CH:13][C:12]([S:15](=[O:17])(=[O:18])[NH2:16])=[CH:11][CH:10]=2)[C:25]#[N:26])=[CH:19][CH:20]=1. Reported procedure: Following a procedure similar to that described in Example 1(ii), but using 4-methylthio-N-(4-sulfamoylbenzylidene)aniline [prepared as described in step (i) above] and trimethylsilyl cyanide as starting materials, the title compound was obtained as a yellow powder (yield 100%). Starting materials: [Li+].[OH-] (LiOH), C(C1=CC=CC=C1)[C@H]1N(C(OC1)=O)C([C@@H](C1=CC(=C(C=C1)C(F)(F)F)F)[C@@H]1CCC(N1C(=O)OC(C)(C)C)(C)C)=O ((S)-tert-butyl 5-((S)-2-((R)-4-benzyl-2-oxooxazolidin-3-yl)-1-(3-fluoro-4-(trifluoromethyl)phenyl)-2-oxoethyl)-2,2-dimethylpyrrolidine-1-carboxylate), OO (H2O2), OS(=O)(=O)[O-].[K+] (KHSO4), [O-]S(=O)[O-].[Na+].[Na+] (Na2SO3). The solvent is C1CCOC1 (THF), O (water), C1CCOC1 (THF), [Cl-].[Na+].O (brine). Reaction conditions: time 10 minute. Yields the product C(C)(C)(C)OC(=O)N1[C@@H](CCC1)[C@@H](C(=O)O)C1=CC(=C(C=C1)C(F)(F)F)F ((S)-2-((S)-1-(tert-butoxycarbonyl)pyrrolidin-2-yl)-2-(3-fluoro-4-(trifluoromethyl)phenyl)acetic acid). Isolated yield 83.6%. RXN SMILES: [Li+].[OH-].OO.C([C@@H]1COC(=O)N1[C:18](=[O:45])[C@H:19]([C@H:31]1[N:35]([C:36]([O:38][C:39]([CH3:42])([CH3:41])[CH3:40])=[O:37])[C:34](C)(C)[CH2:33][CH2:32]1)[C:20]1[CH:25]=[CH:24][C:23]([C:26]([F:29])([F:28])[F:27])=[C:22]([F:30])[CH:21]=1)C1C=CC=CC=1.[O-:46]S([O-])=O.[Na+].[Na+].OS([O-])(=O)=O.[K+]>C1COCC1.[Cl-].[Na+].O.O>[C:39]([O:38][C:36]([N:35]1[CH2:34][CH2:33][CH2:32][C@H:31]1[C@H:19]([C:20]1[CH:25]=[CH:24][C:23]([C:26]([F:29])([F:27])[F:28])=[C:22]([F:30])[CH:21]=1)[C:18]([OH:45])=[O:46])=[O:37])([CH3:42])([CH3:40])[CH3:41] |f:0.1,4.5.6,7.8,10.11.12|. Procedure details: To a solution of THF (100 mL), water (50 mL) and 1M LiOH (5.70 mL, 5.70 mmol) cooled to 0° C. was added H2O2 (0.728 mL, 7.13 mmol) and the mixture was agitated for 10 min. A solution of 52 (1.65 g, 2.85 mmol) in THF (20 mL) was added, and the mixture was allowed to warm to RT and agitate overnight. 1M Na2SO3 (20 mL) was added, and the mixture was agitated for 15 minutes. The mixture was acidified with 2M KHSO4, and brine (100 mL) was added. The aqueous phase was separated and extracted twice wit... Reactants: FC(C(CC#C)(CCCC)O[Si](C)(C)C)F (4-difluoromethyl-4-trimethylsiloxy-1-octyne), product, C(CCC)[SnH](CCCC)CCCC (tri-n-butylstannane), N(=NC(C#N)(C)C)C(C#N)(C)C (azobisisobutyronitrile). Yields the product FC(C(C/C=C/[Sn](CCCC)(CCCC)CCCC)(CCCC)O[Si](C)(C)C)F (trans-4-Difluoromethyl-4-trimethylsiloxy-1-tri-n-butylstannyl-1-octene). As a reaction SMILES: [F:1][CH:2]([F:16])[C:3]([O:11][Si:12]([CH3:15])([CH3:14])[CH3:13])([CH2:7][CH2:8][CH2:9][CH3:10])[CH2:4][C:5]#[CH:6].[CH2:17]([SnH:21]([CH2:26][CH2:27][CH2:28][CH3:29])[CH2:22][CH2:23][CH2:24][CH3:25])[CH2:18][CH2:19][CH3:20].N(C(C)(C)C#N)=NC(C)(C)C#N>>[F:16][CH:2]([F:1])[C:3]([O:11][Si:12]([CH3:15])([CH3:13])[CH3:14])([CH2:7][CH2:8][CH2:9][CH3:10])[CH2:4]/[CH:5]=[CH:6]/[Sn:21]([CH2:22][CH2:23][CH2:24][CH3:25])([CH2:26][CH2:27][CH2:28][CH3:29])[CH2:17][CH2:18][CH2:19][CH3:20]. Procedure details: A mixture of 13.0 g. of 4-difluoromethyl-4-trimethylsiloxy-1-octyne, 17.23 ml. of tri-n-butylstannane and 70 mg. of azobisisobutyronitrile is heated under nitrogen in an oil bath at 125°-135° C. for 2 hours. The reaction is cooled to room temperature and vacuum distilled through a short-path apparatus, giving, after a 5 ml. forerun, 35.6 g. of the product as an oil, containing a minor amount of the corresponding cis isomer. The reactants are ClCC1=NC(=NO1)C=1N=CN2C1CN(C(C1=C2C=CC=C1C(F)(F)F)=O)C (3-(5-chloromethyl-1,2,4-oxa-diazol-3-yl)-5-methyl-7-trifluoromethyl-5,6-dihydro-4H-imidazo [1,5-a ][1,4]benzodiazepine-6-one), C(CC)N (propylamine). The solvent is CN(C=O)C (N,N-dimethylformamide). Yields the product CN1CC=2N(C3=C(C1=O)C(=CC=C3)C(F)(F)F)C=NC2C2=NOC(=N2)CNCCC (5-methyl-3-(5-propylaminomethyl-1,2,4-oxadiazol-3-yl)-7-trifluoromethyl-5,6-dihydro-4H-imidazo[1,5-a][1,4]benzodiazepin-6-one). Isolated yield 66.6%. Reaction SMILES: Cl[CH2:2][C:3]1[O:7][N:6]=[C:5]([C:8]2[N:9]=[CH:10][N:11]3[C:17]4[CH:18]=[CH:19][CH:20]=[C:21]([C:22]([F:25])([F:24])[F:23])[C:16]=4[C:15](=[O:26])[N:14]([CH3:27])[CH2:13][C:12]=23)[N:4]=1.[CH2:28]([NH2:31])[CH2:29][CH3:30]>CN(C)C=O>[CH3:27][N:14]1[C:15](=[O:26])[C:16]2[C:21]([C:22]([F:25])([F:24])[F:23])=[CH:20][CH:19]=[CH:18][C:17]=2[N:11]2[CH:10]=[N:9][C:8]([C:5]3[N:4]=[C:3]([CH2:2][NH:31][CH2:28][CH2:29][CH3:30])[O:7][N:6]=3)=[C:12]2[CH2:13]1. Procedure: 1.19 g (3 mmol) of 3-(5-chloromethyl-1,2,4-oxa-diazol-3-yl)-5-methyl-7-trifluoromethyl-5,6-dihydro-4H-imidazo [1,5-a ][1,4]benzodiazepine-6-one were stirred at room temperature overnight with 5.3 g (90 mmol) of propylamine and 10 ml of N,N-dimethylformamide. After evaporating the reaction mixture the residue was dissolved in methylene chloride and the solution was washed with water. By drying the organic phase over magnesium sulfate and evaporating the solvent there was obtained 0.84 g (67%) of ... Reactants: BrC1=CC(=C(C=C1F)N1C(C=CC2=CC(=CC=C12)S(=O)(=O)NC1=NOC=C1)=O)OC (1-(4-bromo-5-fluoro-2-methoxyphenyl)-N-(isoxazol-3-yl)-2-oxo-1,2-dihydroquinoline-6-sulfonamide), [Br-].C(C(C)(C)C)[Zn+] (neopentylzinc bromide). Reagents/catalysts: C1=CC=C(C=C1)P([C-]2C=CC=C2)C3=CC=CC=C3.C1=CC=C(C=C1)P([C-]2C=CC=C2)C3=CC=CC=C3.Cl[Pd]Cl.[Fe+2].C(Cl)Cl (PdCl2(dppf) CH2Cl2). Run in C1CCOC1 (THF), C1CCOC1 (THF). Conditions: temperature 70 celsius, time 1 hour. Yields the product FC=1C(=CC(=C(C1)N1C(C=CC2=CC(=CC=C12)S(=O)(=O)NC1=NOC=C1)=O)OC)CC(C)(C)C (1-(5-fluoro-2-methoxy-4-neopentylphenyl)-N-(isoxazol-3-yl)-2-oxo-1,2-dihydroquinoline-6-sulfonamide). Yield: 24.4%. RXN SMILES: Br[C:2]1[C:7]([F:8])=[CH:6][C:5]([N:9]2[C:18]3[C:13](=[CH:14][C:15]([S:19]([NH:22][C:23]4[CH:27]=[CH:26][O:25][N:24]=4)(=[O:21])=[O:20])=[CH:16][CH:17]=3)[CH:12]=[CH:11][C:10]2=[O:28])=[C:4]([O:29][CH3:30])[CH:3]=1.[Br-].[CH2:32]([Zn+])[C:33]([CH3:36])([CH3:35])[CH3:34]>C1C=CC(P(C2C=CC=CC=2)[C-]2C=CC=C2)=CC=1.C1C=CC(P(C2C=CC=CC=2)[C-]2C=CC=C2)=CC=1.Cl[Pd]Cl.[Fe+2].C(Cl)Cl.C1COCC1>[F:8][C:7]1[C:2]([CH2:32][C:33]([CH3:36])([CH3:35])[CH3:34])=[CH:3][C:4]([O:29][CH3:30])=[C:5]([N:9]2[C:18]3[C:13](=[CH:14][C:15]([S:19]([NH:22][C:23]4[CH:27]=[CH:26][O:25][N:24]=4)(=[O:20])=[O:21])=[CH:16][CH:17]=3)[CH:12]=[CH:11][C:10]2=[O:28])[CH:6]=1 |f:1.2,3.4.5.6.7|. Procedure: A vial was charged with 1-(4-bromo-5-fluoro-2-methoxyphenyl)-N-(isoxazol-3-yl)-2-oxo-1,2-dihydroquinoline-6-sulfonamide (0.100 g, 0.202 mmol) and PdCl2(dppf)-CH2Cl2 (0.017 g, 0.020 mmol). The vial was flushed with Ar (g), then THF (1.012 ml) and neopentylzinc bromide, 0.5 M in THF (1.5 ml, 0.750 mmol) were added. The reaction was heated to 70° C. and stirred for one hour. The reaction was purified via column chromatography (RediSep Gold 40 g, gradient elution 10-75% [3:1 EtOAc/EtOH]:Heptane) to ... The reactants are C(#N)C=1C(N(C(N(C1C=CN(C)C)C)=O)C)=O (5-cyano-1,3-dimethyl-6-(2-dimethylaminovinyl)uracil), [NH4+].[OH-] (ammonia aqueous). Run in CN(C)C=O (DMF). Conditions: temperature 100 celsius. Yields the product NC1=NC=CC=2N(C(N(C(C21)=O)C)=O)C (5-amino-1,3-dimethylpyrido[4,3-d]pyrimidine-2,4-dione). The yield is 69.3%. Reaction SMILES: [C:1]([C:3]1[C:4](=[O:17])[N:5]([CH3:16])[C:6](=[O:15])[N:7]([CH3:14])[C:8]=1[CH:9]=[CH:10][N:11](C)C)#[N:2].[NH4+].[OH-]>CN(C=O)C>[NH2:2][C:1]1[C:3]2[C:4](=[O:17])[N:5]([CH3:16])[C:6](=[O:15])[N:7]([CH3:14])[C:8]=2[CH:9]=[CH:10][N:11]=1 |f:1.2|. Procedure details: 1.0 g of 5-cyano-1,3-dimethyl-6-(2-dimethylaminovinyl)uracil and 5.0 ml of 30% ammonia aqueous solution were added to 22.5 ml of DMF. The solution was heated at 100° C. in a sealed tube for 24 hr. The precipitated crystals were separated by filtration, washed with ether and recrystallized from ethanol to give 0.61 g of 5-amino-1,3-dimethylpyrido[4,3-d]pyrimidine-2,4-dione (Compound 3). Reactants: NCCCCc1nc2c(N)nc3cc(OCc4ccccc4)ccc3c2n1CCOc1ccccc1, O=C=Nc1ccccc1, c1ccncc1. Yields the product Nc1nc2cc(OCc3ccccc3)ccc2c2c1nc(CCCCNC(=O)Nc1ccccc1)n2CCOc1ccccc1. RXN SMILES: [NH2:1][CH2:2][CH2:3][CH2:4][CH2:5][c:6]1[n:7]([CH2:28][CH2:29][O:30][c:31]2[cH:32][cH:33][cH:34][cH:35][cH:36]2)[c:8]2[c:9]([c:10]([NH2:26])[n:11][c:12]3[cH:13][c:14]([O:18][CH2:19][c:20]4[cH:21][cH:22][cH:23][cH:24][cH:25]4)[cH:15][cH:16][c:17]23)[n:27]1.[O:37]=[C:38]=[N:39][c:40]1[cH:41][cH:42][cH:43][cH:44][cH:45]1.[cH:46]1[cH:47][cH:48][n:49][cH:50][cH:51]1>>[NH:1]([CH2:2][CH2:3][CH2:4][CH2:5][c:6]1[n:7]([CH2:28][CH2:29][O:30][c:31]2[cH:32][cH:33][cH:34][cH:35][cH:36]2)[c:8]2[c:9]([c:10]([NH2:26])[n:11][c:12]3[cH:13][c:14]([O:18][CH2:19][c:20]4[cH:21][cH:22][cH:23][cH:24][cH:25]4)[cH:15][cH:16][c:17]23)[n:27]1)[C:38](=[O:37])[NH:39][c:40]1[cH:41][cH:42][cH:43][cH:44][cH:45]1. Reaction SMILES: [CH3:22][I:23].[H-:21].[Na+:20].[O:24]=[CH:25][N:26]([CH3:27])[CH3:28].[c:1]1([S:7](=[O:8])(=[O:9])[CH:10]([C:11]#[N:12])[CH:13]2[CH2:14][C:15](=[O:19])[CH2:16][CH2:17][CH2:18]2)[cH:2][cH:3][cH:4][cH:5][cH:6]1>>[c:1]1([S:7](=[O:8])(=[O:9])[C:10]([C:11]#[N:12])([CH:13]2[CH2:14][C:15](=[O:19])[CH2:16][CH2:17][CH2:18]2)[CH3:22])[cH:2][cH:3][cH:4][cH:5][cH:6]1. Starting materials: CI, [H-], [Na+], CN(C)C=O, N#CC(C1CCCC(=O)C1)S(=O)(=O)c1ccccc1. Yields the product CC(C#N)(C1CCCC(=O)C1)S(=O)(=O)c1ccccc1.